This data is from the Open Reaction Database (ORD), a public repository of structured organic reaction records. The task is: describe an organic reaction: reactants, conditions, products, and yield The reactants are CC(C)(C)OC(=O)N1CCC(CC1)C1=C(C=C(C=C1)N1C(O[C@H](C1)CN)=O)F ((S)-(-)-4-[4-[5-(Aminomethyl)-2-oxo-3-oxazolidinyl]-2-fluorophenyl]-1-piperidinecarboxylic acid 1,1-dimethylethyl ester), N1=CC=CC=C1 (pyridine), C(C)(=O)OC(C)=O (acetic anhydride). Run in C(Cl)Cl (methylene chloride), C(Cl)Cl (methylene chloride). Conditions: time 4 hour. The product is C(C)(=O)NC[C@H]1CN(C(O1)=O)C1=CC(=C(C=C1)C1CCN(CC1)C(=O)O)F ((S)-(-)-4-[4-[5-[(Acetylamino)methyl]-2-oxo-3-oxazolidinyl]-2-fluorophenyl]-1-piperidinecarboxylic acid). As a reaction SMILES: CC([O:5][C:6]([N:8]1[CH2:13][CH2:12][CH:11]([C:14]2[CH:19]=[CH:18][C:17]([N:20]3[CH2:24][C@H:23]([CH2:25][NH2:26])[O:22][C:21]3=[O:27])=[CH:16][C:15]=2[F:28])[CH2:10][CH2:9]1)=[O:7])(C)C.N1C=CC=CC=1.[C:35](OC(=O)C)(=[O:37])[CH3:36]>C(Cl)Cl>[C:35]([NH:26][CH2:25][C@@H:23]1[O:22][C:21](=[O:27])[N:20]([C:17]2[CH:18]=[CH:19][C:14]([CH:11]3[CH2:10][CH2:9][N:8]([C:6]([OH:5])=[O:7])[CH2:13][CH2:12]3)=[C:15]([F:28])[CH:16]=2)[CH2:24]1)(=[O:37])[CH3:36]. Procedure details: A solution of (S)-(-)-4-[4-[5-(aminomethyl)-2-oxo-3-oxazolidinyl]-2-fluorophenyl]-1-piperidinecarboxylic acid 1,1-dimethylethyl ester (EXAMPLE 20, Step 8, 9.45 g) in dry methylene chloride (96 mL) under N2 is treated with pyridine (5.82 mL) and acetic anhydride (3.40 mL), and the resulting mixture is stirred at ambient temperature for four hours, diluted with methylene chloride (25 mL), washed with water (25 mL), saturated aqueous sodium bicarbonate (25 mL) and saline (25 mL), dried over anhydro...